describe an organic reaction: reactants, conditions, products, and yield From a dataset of the Open Reaction Database (ORD), a public repository of structured organic reaction records. Reagents/catalysts: C=1C=CC(=CC1)[P](C=2C=CC=CC2)(C=3C=CC=CC3)[Pd]([P](C=4C=CC=CC4)(C=5C=CC=CC5)C=6C=CC=CC6)([P](C=7C=CC=CC7)(C=8C=CC=CC8)C=9C=CC=CC9)[P](C=1C=CC=CC1)(C=1C=CC=CC1)C=1C=CC=CC1 (tetrakis(triphenylphosphine)palladium). Reaction conditions: temperature 100 celsius, time 45 minute. Reaction SMILES: CO[CH:3]([O:13]C)[C:4]1[C:5]([O:11][CH3:12])=[N:6][CH:7]=[C:8](Br)[CH:9]=1.[C-:15]#[N:16].[Na+].N.Cl.C(=O)([O-])[O-].[Na+].[Na+]>C(#N)CC.CC(C)=O.C1C=CC([P]([Pd]([P](C2C=CC=CC=2)(C2C=CC=CC=2)C2C=CC=CC=2)([P](C2C=CC=CC=2)(C2C=CC=CC=2)C2C=CC=CC=2)[P](C2C=CC=CC=2)(C2C=CC=CC=2)C2C=CC=CC=2)(C2C=CC=CC=2)C2C=CC=CC=2)=CC=1>[C:15]([C:8]1[CH:9]=[C:4]([CH:3]=[O:13])[C:5]([O:11][CH3:12])=[N:6][CH:7]=1)#[N:16] |f:1.2,5.6.7,^1:37,39,58,77|. The reactants are [C-]#N.[Na+] (sodium cyanide), cuprous iodide, N (ammonia), Cl (hydrochloric acid), COC(C=1C(=NC=C(C1)Br)OC)OC (5-bromo-2-methoxy-3-pyridinecarboxaldehyde dimethyl acetal), C([O-])([O-])=O.[Na+].[Na+] (sodium carbonate). Yields the product C(#N)C=1C=C(C(=NC1)OC)C=O (5-Cyano-2-methoxy-3-pyridinecarboxaldehyde). Procedure: 2.00 g of 5-bromo-2-methoxy-3-pyridinecarboxaldehyde dimethyl acetal was dissolved in 25 ml of propionitrile. To the mixture were added 449 mg of sodium cyanide, 152 mg of cuprous iodide and 462 mg of tetrakis(triphenylphosphine)palladium, followed by stirring at 100° C. for 45 minutes in nitrogen atmosphere. A diluted ammonia was added to the reaction solution, and the mixture was extracted with ethyl acetate. The organic layer was washed with water and brine, and then dried over anhydrous magn... Isolated yield 68.1%. Run in CC(=O)C (acetone), C(CC)#N (propionitrile). The reactants are CCC(=O)C1=CC=C(C=C1)O (4-hydroxypropiophenone), [OH-].[Na+] (NaOH), C(Cl)(Cl)Cl (CHCl3), Cl (hydrochloric acid), O (water), C(Cl)(Cl)Cl (CHCl3). Reaction conditions: time 5 hour. Yields the product OC1=C(C=O)C=C(C=C1)C(CC)=O (2-hydroxy-5-propionyl-benzaldehyde). As a reaction SMILES: [CH:1](Cl)(Cl)Cl.[CH3:5][CH2:6][C:7]([C:9]1[CH:14]=[CH:13][C:12](O)=[CH:11][CH:10]=1)=[O:8].Cl.[OH2:17].[OH-:18].[Na+]>>[OH:17][C:12]1[CH:13]=[CH:14][C:9]([C:7](=[O:8])[CH2:6][CH3:5])=[CH:10][C:11]=1[CH:1]=[O:18] |f:4.5|. Reported procedure: 21 ml of CHCl3 were added dropwise within 30 minutes to a suspension, heated to 55° C., of 20 g of 4-hydroxypropiophenone in 95 ml of 28% NaOH. The yellow suspension was heated for 1.5 hrs. to 55° C. Then, a further 5 ml of CHCl3 were added dropwise. After a further 5 hours at 60° C. the mixture was left to cool to room temperature and poured into 70 ml of concentrated hydrochloric acid and 200 ml of water. A yellow precipitate formed and was filtered off. The crude product remaining was isolate...